Dataset: the Open Reaction Database (ORD), a public repository of structured organic reaction records. Task: describe an organic reaction: reactants, conditions, products, and yield Starting materials: CC1CN(S(N(C1)C1=C(C=C(C=C1Cl)Cl)Cl)(=O)=O)CC(=O)OC (methyl 2-(4-methyl-1,1-dioxido-6-(2,4,6-trichlorophenyl)-1,2,6-thiadiazinan-2-yl)acetate), [Li+].[OH-] (LiOH). Run in CO (MeOH), O (H2O), C1CCOC1 (THF). Run at time 3 hour. Yields the product CC1CN(S(N(C1)C1=C(C=C(C=C1Cl)Cl)Cl)(=O)=O)CC(=O)O (2-(4-methyl-1,1-dioxido-6-(2,4,6-trichlorophenyl)-1,2,6-thiadiazinan-2-yl)acetic acid). Yield: 95.5%. Reaction SMILES: [CH3:1][CH:2]1[CH2:7][N:6]([C:8]2[C:13]([Cl:14])=[CH:12][C:11]([Cl:15])=[CH:10][C:9]=2[Cl:16])[S:5](=[O:18])(=[O:17])[N:4]([CH2:19][C:20]([O:22]C)=[O:21])[CH2:3]1.[Li+].[OH-]>C1COCC1.CO.O>[CH3:1][CH:2]1[CH2:7][N:6]([C:8]2[C:13]([Cl:14])=[CH:12][C:11]([Cl:15])=[CH:10][C:9]=2[Cl:16])[S:5](=[O:17])(=[O:18])[N:4]([CH2:19][C:20]([OH:22])=[O:21])[CH2:3]1 |f:1.2|. Procedure: To methyl 2-(4-methyl-1,1-dioxido-6-(2,4,6-trichlorophenyl)-1,2,6-thiadiazinan-2-yl)acetate (2.3 g, 5.4 mmol) in THF (12 mL) and MeOH (12 mL), was dropwisely added LiOH (1.1 g, 27.0 mmol) in H2O. The reaction mixture was agitated for 3 hr at room temperature. After the completion of the reaction, the resultant was concentrated and its pH was adjusted down to 3 with 2 N HCl after the addition of water. The resultant was extracted with EtOAc, dried over Na2SO4, filtered and concentrated under redu... Reactants: Nc1ccc(Br)cn1, CCOC(C)=O, O=C=NC(=O)c1c(Cl)cccc1Cl. The product is O=C(NC(=O)c1c(Cl)cccc1Cl)Nc1ccc(Br)cn1. RXN SMILES: [Br:14][c:15]1[cH:16][cH:17][c:18]([NH2:21])[n:19][cH:20]1.[CH3:22][CH2:23][O:24][C:25](=[O:26])[CH3:27].[Cl:1][c:2]1[c:3]([C:4](=[O:5])[N:6]=[C:7]=[O:8])[c:9]([Cl:13])[cH:10][cH:11][cH:12]1>>[Cl:1][c:2]1[c:3]([C:4](=[O:5])[NH:6][C:7](=[O:8])[NH:21][c:18]2[cH:17][cH:16][c:15]([Br:14])[cH:20][n:19]2)[c:9]([Cl:13])[cH:10][cH:11][cH:12]1. The reactants are C1CCNCC1, ClCCl, O=C(O)c1c(Cl)ccc(S(=O)(=O)Cl)c1Cl. Yields the product O=C(O)c1c(Cl)ccc(S(=O)(=O)N2CCCCC2)c1Cl. RXN SMILES: [CH2:16]1[CH2:17][CH2:18][NH:19][CH2:20][CH2:21]1.[CH2:22]([Cl:23])[Cl:24].[Cl:1][c:2]1[c:3]([C:4](=[O:5])[OH:6])[c:7]([Cl:15])[c:8]([S:11](=[O:12])(=[O:13])[Cl:14])[cH:9][cH:10]1>>[Cl:1][c:2]1[c:3]([C:4](=[O:5])[OH:6])[c:7]([Cl:15])[c:8]([S:11](=[O:12])(=[O:13])[N:19]2[CH2:18][CH2:17][CH2:16][CH2:21][CH2:20]2)[cH:9][cH:10]1.